Dataset: the Open Reaction Database (ORD), a public repository of structured organic reaction records. Task: describe an organic reaction: reactants, conditions, products, and yield Starting materials: NC=1C=C(OC2=CC(=NC=C2)C(=O)N)C=CC1 (4-(3-aminophenoxy)pyridine-2-carboxamide), NC1=CC(=C(C=C1)O)F (4-amino-2-fluorophenol), ClC1=CC(=NC=C1)C#N (4-chloro-2-cyanopyridine). Product: FC=1C=C(C=CC1OC1=CC(=NC=C1)C)N ({3-Fluoro-4-[(2-methylpyridin-4-yl)oxy]phenyl}-amine). Reaction SMILES: NC1C=C(C=CC=1)O[C:6]1[CH:11]=[CH:10][N:9]=[C:8]([C:12](N)=O)[CH:7]=1.[NH2:18][C:19]1[CH:24]=[CH:23][C:22]([OH:25])=[C:21]([F:26])[CH:20]=1.ClC1C=CN=C(C#N)C=1>>[F:26][C:21]1[CH:20]=[C:19]([NH2:18])[CH:24]=[CH:23][C:22]=1[O:25][C:6]1[CH:11]=[CH:10][N:9]=[C:8]([CH3:12])[CH:7]=1. Reported procedure: {3-Fluoro-4-[(2-methylpyridin-4-yl)oxy]phenyl}-amine (2J) was prepared by a method analogous to that described for 4-(3-aminophenoxy)pyridine-2-carboxamide (2C), starting from 4-amino-2-fluorophenol and 4-chloro-2-cyanopyridine, MS ES: 219 (M+H)+, calcd 219, RT=1.07 min.